Task: describe an organic reaction: reactants, conditions, products, and yield. Dataset: the Open Reaction Database (ORD), a public repository of structured organic reaction records Reactants: [H-].[Na+] (sodium hydride), ClC1=C(C=CC=C1)C=1NC2=NC(=NC(=C2N1)N1CCN(CC1)CC)C (8-(2-chlorophenyl)-6-(4-ethylpiperazin-1-yl)-2-methyl-9H-purine), COCBr (bromomethyl methyl ether). Solvent: O1CCCC1 (tetrahydrofuran). Reaction conditions: temperature -30 celsius, time 15 minute. Product: ClC1=C(C=CC=C1)C=1N(C2=NC(=NC(=C2N1)N1CCN(CC1)CC)C)COC (8-(2-Chlorophenyl)-6-(4-ethylpiperazin-1-yl)-9-(methoxymethyl)-2-methyl-purine). Yield: 11.1%. Reaction SMILES: [H-].[Na+].[Cl:3][C:4]1[CH:9]=[CH:8][CH:7]=[CH:6][C:5]=1[C:10]1[NH:11][C:12]2[C:17]([N:18]=1)=[C:16]([N:19]1[CH2:24][CH2:23][N:22]([CH2:25][CH3:26])[CH2:21][CH2:20]1)[N:15]=[C:14]([CH3:27])[N:13]=2.[CH3:28][O:29][CH2:30]Br>O1CCCC1>[Cl:3][C:4]1[CH:9]=[CH:8][CH:7]=[CH:6][C:5]=1[C:10]1[N:11]([CH2:28][O:29][CH3:30])[C:12]2[C:17]([N:18]=1)=[C:16]([N:19]1[CH2:24][CH2:23][N:22]([CH2:25][CH3:26])[CH2:21][CH2:20]1)[N:15]=[C:14]([CH3:27])[N:13]=2 |f:0.1|. Procedure details: Add sodium hydride (0.031 g, 0.0013 mol) to a solution of 8-(2-chlorophenyl)-6-(4-ethylpiperazin-1-yl)-2-methyl-9H-purine (0.233 g, 0.00065 mol) in dry tetrahydrofuran (20 mL) at 0° C. Stir the reaction mixture for 15 min, then cool to −30° C. and add bromomethyl methyl ether (0.081 g, 0.00065 mol). Warm the reaction mixture to room temperature and stir for one hour. Quench the reaction mixture with water, remove the tetrahydrofuran by evaporation and then extract the reaction mixture with dichl... The reactants are C(#N)N=S(=O)(C)C1=CC=C(C=C1)CN ((4-(N-cyano-S-methylsulfonimidoyl)phenyl)methanamine), C(#N)N=S(=O)(C(C)C)C1=CC=C(CN2C(C3=CC=CC=C3C2=O)=O)C=C1 (2-(4-(N-cyano-S-isopropylsulfonimidoyl)benzyl)isoindoline-1,3-dione), ( Z011_S03 ). Product: C(#N)N=S(=O)(C(C)C)C1=CC=C(C=C1)CN ((4-(N-Cyano-S-isopropylsulfonimidoyl)phenyl)methanamine). Reaction SMILES: C(N=S(C1C=CC(CN)=CC=1)(C)=O)#N.[C:15]([N:17]=[S:18]([C:23]1[CH:40]=[CH:39][C:26]([CH2:27][N:28]2C(=O)C3C(=CC=CC=3)C2=O)=[CH:25][CH:24]=1)([CH:20]([CH3:22])[CH3:21])=[O:19])#[N:16]>>[C:15]([N:17]=[S:18]([C:23]1[CH:24]=[CH:25][C:26]([CH2:27][NH2:28])=[CH:39][CH:40]=1)([CH:20]([CH3:22])[CH3:21])=[O:19])#[N:16]. Reported procedure: The title compound is prepared in analogy to preparation 6d, substituting 2-(4-(N-cyano-S-methylsulfonimidoyl)benzyl)isoindoline-1,3-dione with 2-(4-(N-cyano-S-isopropylsulfonimidoyl)benzyl)isoindoline-1,3-dione (preparation 14b). ESI mass spectrum: [M+H]+=238; r.t. HPLC: 0.59 min (Z011_S03). Reactants: C1CNCCNCCNCCN1, COc1ccc([N+](=O)[O-])cc1CBr, ClC(Cl)Cl. Yields the product COc1ccc([N+](=O)[O-])cc1CN1CCNCCNCCNCC1. Reaction SMILES: [CH2:1]1[CH2:2][NH:3][CH2:4][CH2:5][NH:6][CH2:7][CH2:8][NH:9][CH2:10][CH2:11][NH:12]1.[CH3:13][O:14][c:15]1[c:16]([CH2:17][Br:18])[cH:19][c:20]([N+:23](=[O:24])[O-:25])[cH:21][cH:22]1.[CH:26]([Cl:27])([Cl:28])[Cl:29]>>[CH2:1]1[CH2:2][NH:3][CH2:4][CH2:5][NH:6][CH2:7][CH2:8][NH:9][CH2:10][CH2:11][N:12]1[CH2:17][c:16]1[c:15]([O:14][CH3:13])[cH:22][cH:21][c:20]([N+:23](=[O:24])[O-:25])[cH:19]1. Reactants: O=C([O-])[O-], ClCCl, COc1ccc(Nc2ncnc3[nH]c(C4=CCN(C(=O)OC(C)(C)C)CC4)cc23)cc1I, [K+], [K+], C1COCCO1, O, OB(O)c1ccsc1. The product is COc1ccc(Nc2ncnc3[nH]c(C4=CCN(C(=O)OC(C)(C)C)CC4)cc23)cc1-c1ccsc1. RXN SMILES: [C:41](=[O:42])([O-:43])[O-:44].[Cl:47][CH2:48][Cl:49].[I:1][c:2]1[cH:3][c:4]([NH:10][c:11]2[c:12]3[c:13]([n:14][cH:15][n:16]2)[nH:17][c:18]([C:20]2=[CH:25][CH2:24][N:23]([C:26](=[O:27])[O:28][C:29]([CH3:30])([CH3:31])[CH3:32])[CH2:22][CH2:21]2)[cH:19]3)[cH:5][cH:6][c:7]1[O:8][CH3:9].[K+:45].[K+:46].[O:51]1[CH2:52][CH2:53][O:54][CH2:55][CH2:56]1.[OH2:50].[s:33]1[cH:34][c:35]([B:38]([OH:39])[OH:40])[cH:36][cH:37]1>>[c:2]1(-[c:35]2[cH:34][s:33][cH:37][cH:36]2)[cH:3][c:4]([NH:10][c:11]2[c:12]3[c:13]([n:14][cH:15][n:16]2)[nH:17][c:18]([C:20]2=[CH:25][CH2:24][N:23]([C:26](=[O:27])[O:28][C:29]([CH3:30])([CH3:31])[CH3:32])[CH2:22][CH2:21]2)[cH:19]3)[cH:5][cH:6][c:7]1[O:8][CH3:9]. The reactants are C(C)OC(C1=CC=C(C=C1)Br)=O (4-bromo-benzoic acid ethyl ester), CN(CCN)C (N,N-dimethylethylenediamine). Run at temperature 150 celsius. The product is BrC1=CC=C(C(=O)NCCN(C)C)C=C1 (4-Bromo—N-(2-dimethylamino-ethyl)-benzamide). As a reaction SMILES: C(O[C:4](=[O:12])[C:5]1[CH:10]=[CH:9][C:8]([Br:11])=[CH:7][CH:6]=1)C.[CH3:13][N:14]([CH3:18])[CH2:15][CH2:16][NH2:17]>>[Br:11][C:8]1[CH:7]=[CH:6][C:5]([C:4]([NH:17][CH2:16][CH2:15][N:14]([CH3:18])[CH3:13])=[O:12])=[CH:10][CH:9]=1. Reported procedure: A microwave vial containing 4-bromo-benzoic acid ethyl ester (1 g, 4.36 mmol) and N,N-dimethylethylenediamine (2.37 g, 21.38 mmol) was heated under microwave radiation (150° C., 10 min). The volatiles were removed under rotary evaporation and the crude was used in the next step without further purification. Yield: 1.18 g, 100%. LCMS method: 2, RT: 1.93 min; MI: 271-273 [M+1]. The reactants are FC(C=1C=C(C=CC1)NC(=S)N)(F)F (3-(trifluoromethyl)phenylthiourea), C(#N)C1=CC=C(C=O)C=C1 (4-cyanobenzaldehyde), C(C)(=O)N (acetamide), P(=O)(OCC)(OCC)OCC (triethyl phosphate), O=P12OP3(=O)OP(=O)(O1)OP(=O)(O2)O3 (diphosphorus pentoxide). The solvent is C1CCOC1 (THF). The product is C(#N)C1=CC=C(C=C1)C1NC(N(C(=C1C#N)C)C1=CC(=CC=C1)C(F)(F)F)=S ((rac)-4-(4-Cyanophenyl)-6-methyl-2-thioxo-1-[3-(trifluoromethyl)phenyl]-1,2,3,4-tetrahydropyrimidine-5-carbonitrile). As a reaction SMILES: P(O[CH2:10][CH3:11])(OCC)(OCC)=O.O=P12OP3(OP(OP(O3)(O1)=O)(=O)O2)=O.[F:26][C:27]([F:39])([F:38])[C:28]1[CH:29]=[C:30]([NH:34][C:35]([NH2:37])=[S:36])[CH:31]=[CH:32][CH:33]=1.[C:40]([C:42]1[CH:49]=[CH:48][C:45]([CH:46]=O)=[CH:44][CH:43]=1)#[N:41].[C:50]([NH2:53])(=O)[CH3:51]>C1COCC1>[C:40]([C:42]1[CH:49]=[CH:48][C:45]([CH:46]2[C:51]([C:50]#[N:53])=[C:10]([CH3:11])[N:34]([C:30]3[CH:31]=[CH:32][CH:33]=[C:28]([C:27]([F:26])([F:38])[F:39])[CH:29]=3)[C:35](=[S:36])[NH:37]2)=[CH:44][CH:43]=1)#[N:41]. Procedure: Under an atmosphere of argon, triethyl phosphate (12.4 ml, 73.24 mmol, 8 eq.) was stirred together with diphosphorus pentoxide (6.94 g, 48.86 mmol, 5.4 eq.) at 50° C. for 4 h. Abs. THF (60 ml), 3-(trifluoromethyl)phenylthiourea (2.0 g, 9.08 mmol), 4-cyanobenzaldehyde (2.0 g, 15.26 mmol, 1.7 eq.) and acetamide (1.54 g, 15.26 mmol, 1.7 eq.) were then added, and the mixture was heated under reflux for 12 h. The reaction mixture was then concentrated under reduced pressure and the residue was direct...